From a dataset of the Open Reaction Database (ORD), a public repository of structured organic reaction records. describe an organic reaction: reactants, conditions, products, and yield Starting materials: ClCCl, Cn1cnc(S(=O)(=O)Cl)c1, NC(=O)c1cc(-c2ccccc2)cc2c(C3CCNCC3)c[nH]c12. Yields the product Cn1cnc(S(=O)(=O)N2CCC(c3c[nH]c4c(C(N)=O)cc(-c5ccccc5)cc34)CC2)c1. RXN SMILES: [CH2:35]([Cl:36])[Cl:37].[CH3:25][n:26]1[cH:27][n:28][c:29]([S:31](=[O:32])(=[O:33])[Cl:34])[cH:30]1.[c:1]1(-[c:7]2[cH:8][c:9]3[c:10]([CH:19]4[CH2:20][CH2:21][NH:22][CH2:23][CH2:24]4)[cH:11][nH:12][c:13]3[c:14]([C:16](=[O:17])[NH2:18])[cH:15]2)[cH:2][cH:3][cH:4][cH:5][cH:6]1>>[c:1]1(-[c:7]2[cH:8][c:9]3[c:10]([CH:19]4[CH2:20][CH2:21][N:22]([S:31]([c:29]5[n:28][cH:27][n:26]([CH3:25])[cH:30]5)(=[O:32])=[O:33])[CH2:23][CH2:24]4)[cH:11][nH:12][c:13]3[c:14]([C:16](=[O:17])[NH2:18])[cH:15]2)[cH:2][cH:3][cH:4][cH:5][cH:6]1. Starting materials: CC(C)(C)c1cc(C(=O)O)cc(C(C)(C)C)c1O, CCCCNCCCC, C(=NC1CCCCC1)=NC1CCCCC1, C1CCOC1. Product: CCCCN(CCCC)C(=O)c1cc(C(C)(C)C)c(O)c(C(C)(C)C)c1. As a reaction SMILES: [C:1]([CH3:2])([CH3:3])([CH3:4])[c:5]1[cH:6][c:7]([C:8](=[O:9])[OH:10])[cH:11][c:12]([C:15]([CH3:16])([CH3:17])[CH3:18])[c:13]1[OH:14].[CH2:19]([CH2:20][CH2:21][CH3:22])[NH:23][CH2:24][CH2:25][CH2:26][CH3:27].[CH:28]1([N:29]=[C:30]=[N:31][CH:32]2[CH2:33][CH2:34][CH2:35][CH2:36][CH2:37]2)[CH2:38][CH2:39][CH2:40][CH2:41][CH2:42]1.[O:43]1[CH2:44][CH2:45][CH2:46][CH2:47]1>>[C:1]([CH3:2])([CH3:3])([CH3:4])[c:5]1[cH:6][c:7]([C:8](=[O:10])[N:23]([CH2:19][CH2:20][CH2:21][CH3:22])[CH2:24][CH2:25][CH2:26][CH3:27])[cH:11][c:12]([C:15]([CH3:16])([CH3:17])[CH3:18])[c:13]1[OH:14]. The reactants are C(C)(=O)OCCCCI (4-iodo-butyl acetate), [H-].[Na+] (sodium hydride), BrC1=C(C=C(C(=O)OCC)C=C1)O (Ethyl 4-bromo-3-hydroxybenzoate). The solvent is CN(C)C=O (DMF). Reaction conditions: temperature 80 celsius, time 3 hour. Yields the product C(C)(=O)OCCCCOC=1C=C(C(=O)OCC)C=CC1Br (ethyl 3-{[4-(acetyloxy)butyl]oxy}-4-bromobenzoate). As a reaction SMILES: [Br:1][C:2]1[CH:12]=[CH:11][C:5]([C:6]([O:8][CH2:9][CH3:10])=[O:7])=[CH:4][C:3]=1[OH:13].[C:14]([O:17][CH2:18][CH2:19][CH2:20][CH2:21]I)(=[O:16])[CH3:15].[H-].[Na+]>CN(C=O)C>[C:14]([O:17][CH2:18][CH2:19][CH2:20][CH2:21][O:13][C:3]1[CH:4]=[C:5]([CH:11]=[CH:12][C:2]=1[Br:1])[C:6]([O:8][CH2:9][CH3:10])=[O:7])(=[O:16])[CH3:15] |f:2.3|. Procedure: Ethyl 4-bromo-3-hydroxybenzoate (200 mg) was dissolved in DMF (10 ml) and 4-iodo-butyl acetate (195 μl) and sodium hydride (56 mg, 60% dispersion in mineral oil) were added and the reaction stirred at 80° C. under nitrogen for 3 hours. The reaction was quenched with water (5 ml) and the solvents evaporated under vacuum. The residue was partitioned between ethyl acetate/chloroform (1:1) and water. The organic phase was dried using a hydrophobic filter and the solvent evaporated in vacuo to give e... Reactants: C(CCCCCCC\C=C/C\C=C/C\C=C/CC)(=O)O ((9Z,12Z,15Z)-octadeca-9,12,15-trienoic acid), NC=1C=CC(=C(C(=O)OC)C1)O (methyl 5-amino-2-hydroxybenzoate), Cl.C(C)N=C=NCCCN(C)C (1-ethyl-3-(3-dimethylaminopropyl)carbodiimide hydrochloride), CN(C)C1=NC=CC=C1 (dimethylaminopyridine). The solvent is C(Cl)Cl (methylene chloride), C(Cl)Cl (methylene chloride). Run at time 14 hour. Yields the product OC1=C(C(=O)O)C=C(C=C1)NC(CCCCCCC\C=C/C\C=C/C\C=C/CC)=O (2-hydroxy-5-(9Z,12Z,15Z)-octadeca-9,12,15-trienamidobenzoic acid). RXN SMILES: [C:1]([OH:20])(=O)[CH2:2][CH2:3][CH2:4][CH2:5][CH2:6][CH2:7][CH2:8]/[CH:9]=[CH:10]\[CH2:11]/[CH:12]=[CH:13]\[CH2:14]/[CH:15]=[CH:16]\[CH2:17][CH3:18].[NH2:21][C:22]1[CH:23]=[CH:24][C:25]([OH:32])=[C:26]([CH:31]=1)[C:27]([O:29]C)=[O:28].Cl.C(N=C=NCCCN(C)C)C.CN(C1C=CC=CN=1)C>C(Cl)Cl>[OH:32][C:25]1[CH:24]=[CH:23][C:22]([NH:21][C:1](=[O:20])[CH2:2][CH2:3][CH2:4][CH2:5][CH2:6][CH2:7][CH2:8]/[CH:9]=[CH:10]\[CH2:11]/[CH:12]=[CH:13]\[CH2:14]/[CH:15]=[CH:16]\[CH2:17][CH3:18])=[CH:31][C:26]=1[C:27]([OH:29])=[O:28] |f:2.3|. Procedure details: To a solution of (9Z,12Z,15Z)-octadeca-9,12,15-trienoic acid (1.66 g, 5.98 mmol) and methyl 5-amino-2-hydroxybenzoate (1 g, 5.98 mmol) in methylene chloride (100 mL) was added 1-ethyl-3-(3-dimethylaminopropyl)carbodiimide hydrochloride (1.16 g, 6.0 mmol) and dimethylaminopyridine (100 mg). The mixture was stirred under N2 (14 h) and then diluted with methylene chloride (100 mL) and washed successively with 3N HCl, sat sodium bicarbonate solution and sat sodium chloride solution. The organic laye...